Dataset: the Open Reaction Database (ORD), a public repository of structured organic reaction records. Task: describe an organic reaction: reactants, conditions, products, and yield Starting materials: C([O-])(O)=O.[Na+] (sodium bicarbonate), B(Cl)(Cl)Cl (boron trichloride), CCCCCC (hexane), ClCC#N (chloroacetonitrile), [Cl-].C(C)[Al+]CC (diethylaluminum chloride), CCCCCC (hexane), ClC=1C=C(N)C=CC1OC (3-chloro-4-methoxy-aniline), 1h. Run in Cl (hydrochloric acid). Run at temperature 0 celsius. Yields the product ClC=1C(=CC=C(NC(CCl)=O)C1)OC (5-chloro-2-chloroacetyl-4-methoxyaniline). Reaction SMILES: B(Cl)(Cl)Cl.CCCCCC.[Cl:11][CH2:12][C:13]#[N:14].[Cl-].C([Al+]CC)C.[Cl:21][C:22]1[CH:23]=[C:24]([CH:26]=[CH:27][C:28]=1[O:29][CH3:30])N.C(=O)(O)[O-:32].[Na+]>Cl>[Cl:21][C:22]1[C:28]([O:29][CH3:30])=[CH:27][CH:26]=[C:24]([CH:23]=1)[NH:14][C:13](=[O:32])[CH2:12][Cl:11] |f:3.4,6.7|. Procedure: This product is obtained according to Sugasawa T., Toyoda T., Adachi M., Sasakura K., J. Am. Chem. Soc., 100 (1978), p. 4842-4852). A molar solution of boron trichloride in hexane (164 ml, 164 mmol), chloroacetonitrile (11.4 ml, 180 mmol), and a molar solution of diethylaluminum chloride in hexane (164 ml, 164 mmol) is added drop-wise in succession to a solution of 3-chloro-4-methoxy-aniline (23.6 g, 150 mmol) in an inert atmosphere at 0° C. The reaction medium is heated to reflux for 1h then co... RXN SMILES: [CH2:1]([CH2:2][CH3:3])[c:4]1[cH:5][cH:6][cH:7][cH:8][cH:9]1.[Cl-:10].[OH2:11]>>[CH2:1]([CH2:2][CH2:3][Cl:10])[c:4]1[cH:5][cH:6][cH:7][cH:8][cH:9]1. Starting materials: CCCc1ccccc1, [Cl-], O. Yields the product ClCCCc1ccccc1. Reactants: Cc1cccc([N+](=O)[O-])c1Br, CO, Cl, [Fe], O. Yields the product Cc1cccc(N)c1Br. RXN SMILES: [Br:3][c:4]1[c:5]([CH3:13])[cH:6][cH:7][cH:8][c:9]1[N+:10]([O-:11])=[O:12].[CH3:14][OH:15].[ClH:2].[Fe:16].[OH2:1]>>[Br:3][c:4]1[c:5]([CH3:13])[cH:6][cH:7][cH:8][c:9]1[NH2:10]. Starting materials: C(CCCCC)(=O)N1C=2C(C(N(C3=C1C=CC=C3)C)=O)=CSC2 (4,9-dihydro-4-hexanoyl-9-methyl-10H-thieno[3,4-b][1,5]benzodiazepin-10-one), B (borane), Cl (hydrochloric acid). Run in O1CCCC1 (tetrahydrofuran). Product: C(CCCCC)N1C=2C(CN(C3=C1C=CC=C3)C)=CSC2 (9,10-Dihydro-4-n-hexyl-9-methyl-4H-thieno[3,4-b][1,5] benzodiazepine). As a reaction SMILES: [C:1]([N:8]1[C:14]2[CH:15]=[CH:16][CH:17]=[CH:18][C:13]=2[N:12]([CH3:19])[C:11](=O)[C:10]2=[CH:21][S:22][CH:23]=[C:9]12)(=O)[CH2:2][CH2:3][CH2:4][CH2:5][CH3:6].B.Cl>O1CCCC1>[CH2:1]([N:8]1[C:14]2[CH:15]=[CH:16][CH:17]=[CH:18][C:13]=2[N:12]([CH3:19])[CH2:11][C:10]2=[CH:21][S:22][CH:23]=[C:9]12)[CH2:2][CH2:3][CH2:4][CH2:5][CH3:6]. Procedure: To a reaction mixture comprising 3.6 g. of 4,9-dihydro-4-hexanoyl-9-methyl-10H-thieno[3,4-b][1,5]benzodiazepin-10-one in 100 ml. of tetrahydrofuran is added, over a 15 minute period, with stirring, in an ice bath, under nitrogen, 90 ml. of 1M-borane. The reaction mixture is then refluxed with stirring for 19 hours. The mixture is cooled in an ice bath and 30 ml. of 6N hydrochloric acid is added dropwise with stirring. The tetrahydrofuran is removed by distillation and 23 g. of sodium hydroxide p... The reactants are BrCc1ccccc1, O=C([O-])[O-], COc1ncc(N2CC(C)NC(C)C2)cc1C(=O)OC(C)(C)C, CN(C)C=O, [K+], [K+]. Yields the product COc1ncc(N2CC(C)N(Cc3ccccc3)C(C)C2)cc1C(=O)OC(C)(C)C. As a reaction SMILES: [Br:30][CH2:31][c:32]1[cH:33][cH:34][cH:35][cH:36][cH:37]1.[C:24](=[O:25])([O-:26])[O-:27].[CH3:1][CH:2]1[CH2:3][N:4]([c:9]2[cH:10][c:11]([C:17](=[O:18])[O:19][C:20]([CH3:21])([CH3:22])[CH3:23])[c:12]([O:15][CH3:16])[n:13][cH:14]2)[CH2:5][CH:6]([CH3:8])[NH:7]1.[CH3:38][N:39]([CH3:40])[CH:41]=[O:42].[K+:28].[K+:29]>>[CH3:1][CH:2]1[CH2:3][N:4]([c:9]2[cH:10][c:11]([C:17](=[O:18])[O:19][C:20]([CH3:21])([CH3:22])[CH3:23])[c:12]([O:15][CH3:16])[n:13][cH:14]2)[CH2:5][CH:6]([CH3:8])[N:7]1[CH2:31][c:32]1[cH:33][cH:34][cH:35][cH:36][cH:37]1. Procedure details: The procedure described in Example 79 was repeated, except that (S)-2-(4-chlorobenzenesulfonylamino)-N-(3-ethoxycarbonylphenyl)-3-methanesulfonyloxypropanamide (100 mg) was reacted with imidazole to obtain the desired (S)-2-(4-chlorobenzenesulfonylamino)-N-(3-ethoxycarbonylphenyl)-3-(1H-imidazol-1-yl)propanamide (19.9 mg) together with a less polar by-product. The by-product was not investigated further. Reactants: ClC1=CC=C(C=C1)S(=O)(=O)N[C@H](C(=O)NC1=CC(=CC=C1)C(=O)OCC)COS(=O)(=O)C ((S)-2-(4-chlorobenzenesulfonylamino)-N-(3-ethoxycarbonylphenyl)-3-methanesulfonyloxypropanamide), N1C=NC=C1 (imidazole). Yields the product ClC1=CC=C(C=C1)S(=O)(=O)N[C@H](C(=O)NC1=CC(=CC=C1)C(=O)OCC)CN1C=NC=C1 ((S)-2-(4-chlorobenzenesulfonylamino)-N-(3-ethoxycarbonylphenyl)-3-(1H-imidazol-1-yl)propanamide). RXN SMILES: [Cl:1][C:2]1[CH:7]=[CH:6][C:5]([S:8]([NH:11][C@@H:12]([CH2:27]OS(C)(=O)=O)[C:13]([NH:15][C:16]2[CH:21]=[CH:20][CH:19]=[C:18]([C:22]([O:24][CH2:25][CH3:26])=[O:23])[CH:17]=2)=[O:14])(=[O:10])=[O:9])=[CH:4][CH:3]=1.[NH:33]1[CH:37]=[CH:36][N:35]=[CH:34]1>>[Cl:1][C:2]1[CH:7]=[CH:6][C:5]([S:8]([NH:11][C@@H:12]([CH2:27][N:33]2[CH:37]=[CH:36][N:35]=[CH:34]2)[C:13]([NH:15][C:16]2[CH:21]=[CH:20][CH:19]=[C:18]([C:22]([O:24][CH2:25][CH3:26])=[O:23])[CH:17]=2)=[O:14])(=[O:10])=[O:9])=[CH:4][CH:3]=1.